Task: describe an organic reaction: reactants, conditions, products, and yield. Dataset: the Open Reaction Database (ORD), a public repository of structured organic reaction records Starting materials: CC(C)(C)OC(=O)c1ccc(CCc2ccccc2)cc1Nc1ccc2c(c1)OCO2, O=C(O)C(F)(F)F. Product: O=C(O)c1ccc(CCc2ccccc2)cc1Nc1ccc2c(c1)OCO2. Reaction SMILES: [O:1]1[CH2:2][O:3][c:4]2[c:5]1[cH:6][cH:7][c:8]([NH:10][c:11]1[c:12]([C:13](=[O:14])[O:15][C:16]([CH3:17])([CH3:18])[CH3:19])[cH:20][cH:21][c:22]([CH2:24][CH2:25][c:26]3[cH:27][cH:28][cH:29][cH:30][cH:31]3)[cH:23]1)[cH:9]2.[OH:32][C:33]([C:34]([F:35])([F:36])[F:37])=[O:38]>>[O:1]1[CH2:2][O:3][c:4]2[c:5]1[cH:6][cH:7][c:8]([NH:10][c:11]1[c:12]([C:13](=[O:14])[OH:15])[cH:20][cH:21][c:22]([CH2:24][CH2:25][c:26]3[cH:27][cH:28][cH:29][cH:30][cH:31]3)[cH:23]1)[cH:9]2. Starting materials: C(C1=CC=CC=C1)OC1=C(N(C=CC1=O)CCOC)C (3-benzyloxy-1-(2-methoxyethyl)-2-methyl-4(1H)-pyridinone), Cl (hydrochloric acid). Solvent: C(C)(C)O (isopropanol). Product: Cl.OC1=C(N(C=CC1=O)CCOC)C (3-hydroxy-1-(2-methoxyethyl)-2-methyl-4(1H)-pyridinone hydrochloride). Reaction SMILES: C([O:8][C:9]1[C:14](=[O:15])[CH:13]=[CH:12][N:11]([CH2:16][CH2:17][O:18][CH3:19])[C:10]=1[CH3:20])C1C=CC=CC=1.[ClH:21]>C(O)(C)C>[ClH:21].[OH:8][C:9]1[C:14](=[O:15])[CH:13]=[CH:12][N:11]([CH2:16][CH2:17][O:18][CH3:19])[C:10]=1[CH3:20] |f:3.4|. Procedure: A mixture of 18.0 g of the 3-benzyloxy-1-(2-methoxyethyl)-2-methyl-4(1H)-pyridinone so obtained and 100 ml of fuming aqueous hydrochloric acid is refluxed for 2 minutes, cooled, diluted with isopropanol, and concentrated by evaporation under reduced pressure. The 3-hydroxy-1-(2-methoxyethyl)-2-methyl-4(1H)-pyridinone hydrochloride obtained as crystalline residue is further purified by recrystallisation from ethyl acetate and isopropanol. The reactants are C(C1=CC=CC=C1)OC=1C=CC(=NC1)C=O (5-benzyloxypyridine-2-carbaldehyde), [OH-].[Na+] (sodium hydroxide), C1(=CC=CC=C1)C (toluene). Reagents/catalysts: [Br-].C[P+](C1=CC=CC=C1)(C1=CC=CC=C1)C1=CC=CC=C1 (methyltriphenylphosphonium bromide). Solvent: O (water). Conditions: time 15 hour. The product is C(C1=CC=CC=C1)OC=1C=CC(=NC1)C=C (5-benzyloxy-2-vinylpyridine). RXN SMILES: [CH2:1]([O:8][C:9]1[CH:10]=[CH:11][C:12]([CH:15]=O)=[N:13][CH:14]=1)[C:2]1[CH:7]=[CH:6][CH:5]=[CH:4][CH:3]=1.[OH-].[Na+].[C:19]1(C)C=CC=CC=1>[Br-].C[P+](C1C=CC=CC=1)(C1C=CC=CC=1)C1C=CC=CC=1.O>[CH2:1]([O:8][C:9]1[CH:10]=[CH:11][C:12]([CH:15]=[CH2:19])=[N:13][CH:14]=1)[C:2]1[CH:7]=[CH:6][CH:5]=[CH:4][CH:3]=1 |f:1.2,4.5|. Procedure: In a two liter 3-neck round bottom flask fitted with a mechanical stirrer, thermometer and a watercooled reflux condenser was placed 23.4 g. (0.11 mole) of 5-benzyloxypyridine-2-carbaldehyde, 78.5 g. (0.22 mole) of methyltriphenylphosphonium bromide and 26.5 g. (0.66 mole) of sodium hydroxide pellets in 250 ml. of toluene and 665 ml. of water. The reaction mixture was stirred at room temperature for 15 hours. The toluene layer was separated and saved. The aqueous layer was washed with toluene an... Starting materials: CC(C)(C)OC(=O)N1CCN(Cc2ccc(N)cc2)CC1, CC(=O)O, Cc1cnc(Cl)nc1N. Yields the product Cc1cnc(Nc2ccc(CN3CCN(C(=O)OC(C)(C)C)CC3)cc2)nc1N. RXN SMILES: [C:10]([CH3:11])([CH3:12])([CH3:13])[O:14][C:15](=[O:16])[N:17]1[CH2:18][CH2:19][N:20]([CH2:23][c:24]2[cH:25][cH:26][c:27]([NH2:30])[cH:28][cH:29]2)[CH2:21][CH2:22]1.[CH3:31][C:32](=[O:33])[OH:34].[Cl:1][c:2]1[n:3][cH:4][c:5]([CH3:9])[c:6]([NH2:8])[n:7]1>>[c:2]1([NH:30][c:27]2[cH:26][cH:25][c:24]([CH2:23][N:20]3[CH2:19][CH2:18][N:17]([C:15]([O:14][C:10]([CH3:11])([CH3:12])[CH3:13])=[O:16])[CH2:22][CH2:21]3)[cH:29][cH:28]2)[n:3][cH:4][c:5]([CH3:9])[c:6]([NH2:8])[n:7]1. Starting materials: O=C(n1ccnc1)n1ccnc1, CC(C)(C)OC(=O)N1CCCC2CNCC21, C1CCOC1, O=C(O)c1cc2ccccc2[nH]1. Yields the product CC(C)(C)OC(=O)N1CCCC2CN(C(=O)c3cc4ccccc4[nH]3)CC21. Reaction SMILES: [C:13]([n:14]1[cH:15][cH:16][n:17][cH:18]1)([n:19]1[cH:20][cH:21][n:22][cH:23]1)=[O:24].[C:25]([CH3:26])([CH3:27])([CH3:28])[O:29][C:30](=[O:31])[N:32]1[CH:33]2[CH:34]([CH2:35][CH2:36][CH2:37]1)[CH2:38][NH:39][CH2:40]2.[CH2:41]1[O:42][CH2:43][CH2:44][CH2:45]1.[nH:1]1[c:2]([C:10](=[O:11])[OH:12])[cH:3][c:4]2[cH:5][cH:6][cH:7][cH:8][c:9]12>>[nH:1]1[c:2]([C:10](=[O:12])[N:39]2[CH2:38][CH:34]3[CH:33]([N:32]([C:30]([O:29][C:25]([CH3:26])([CH3:27])[CH3:28])=[O:31])[CH2:37][CH2:36][CH2:35]3)[CH2:40]2)[cH:3][c:4]2[cH:5][cH:6][cH:7][cH:8][c:9]12. Starting materials: Cl.ClCC=1N=CNC1 (4-chloromethylimidazole hydrochloride), C1(=CC(=CC(=C1)C)C)C (mesitylene), CN(C=O)C (dimethylformamide), O (water). Product: CC1=C(CC=2N=CNC2)C(=CC(=C1)C)C (4-(2',4',6'-Trimethylbenzyl)imidazole). As a reaction SMILES: Cl.Cl[CH2:3][C:4]1[N:5]=[CH:6][NH:7][CH:8]=1.CN(C)C=O.O.[C:15]1([CH3:23])[CH:20]=[C:19]([CH3:21])[CH:18]=[C:17]([CH3:22])[CH:16]=1>>[CH3:23][C:15]1[CH:20]=[C:19]([CH3:21])[CH:18]=[C:17]([CH3:22])[C:16]=1[CH2:3][C:4]1[N:5]=[CH:6][NH:7][CH:8]=1 |f:0.1|. Procedure details: 3.0 g of 4-chloromethylimidazole hydrochloride are suspended in 20 ml of mesitylene. 5 ml of dimethylformamide are added and the reaction mixture is refluxed for 12 hours, then cooled. 30 ml of water are added, the layers are separated, and the aqueous phase is washed with chloroform. The aqueous solution is then made alkaline with sodium carbonate solution and extracted with chloroform. The combined chloroform extracts are washed with water and evaporated to dryness. The residue, which is crude...